From a dataset of the Open Reaction Database (ORD), a public repository of structured organic reaction records. describe an organic reaction: reactants, conditions, products, and yield The reactants are CC(C)(C)[Si](C)(C)Cl, CC(O)c1cc(N)c(Br)cc1Cl, CN(C)C=O, O, c1c[nH]cn1. Yields the product CC(O[Si](C)(C)C(C)(C)C)c1cc(N)c(Br)cc1Cl. Reaction SMILES: [C:13]([CH3:14])([CH3:15])([CH3:16])[Si:17]([CH3:18])([CH3:19])[Cl:20].[NH2:1][c:2]1[c:3]([Br:12])[cH:4][c:5]([Cl:11])[c:6]([CH:8]([CH3:9])[OH:10])[cH:7]1.[O:27]=[CH:28][N:29]([CH3:30])[CH3:31].[OH2:26].[nH:21]1[cH:22][cH:23][n:24][cH:25]1>>[NH2:1][c:2]1[c:3]([Br:12])[cH:4][c:5]([Cl:11])[c:6]([CH:8]([CH3:9])[O:10][Si:17]([C:13]([CH3:14])([CH3:15])[CH3:16])([CH3:18])[CH3:19])[cH:7]1. Yields the product CC1=C(C=CC(=C1)C(=O)N1CC=2N(CC3=C1C=CC=C3)C(=CC2)C(=O)N2CCN(CC2)C[C@@H](CO)O)C2=C(C=CC=C2)C(F)(F)F ((2S)-3-{4-[(10-{[2-methyl-2′-trifluoromethyl-[1,1′-biphenyl]-4-yl]carbonyl}-10,11-dihydro-5H-pyrrolo[2,1-c][1,4]benzodiazepin-3-yl)carbonyl]piperazin-1-yl}propane-1,2-diol). The reactants are Cl.CC1=C(C=CC(=C1)C(=O)N1CC=2N(CC3=C1C=CC=C3)C(=CC2)C(=O)N2CCNCC2)C2=C(C=CC=C2)C(F)(F)F (10,11-dihydro-10-[[2-methyl-2′-trifluoromethyl-[1,1′-biphenyl]-4-yl]carbonyl]-3-(1-piperazinylcarbonyl)-5H-pyrrolo[2,1-c][1,4]benzodiazepine hydrochloride salt), C(C)(C)N(C(C)C)CC (N,N-diisopropylethyl amine), C1[C@H](O1)CO ((R )-(+)-glycidol). Solvent: CO (methanol). Reaction conditions: temperature 60 celsius. RXN SMILES: Cl.[CH3:2][C:3]1[CH:8]=[C:7]([C:9]([N:11]2[C:17]3[CH:18]=[CH:19][CH:20]=[CH:21][C:16]=3[CH2:15][N:14]3[C:22]([C:25]([N:27]4[CH2:32][CH2:31][NH:30][CH2:29][CH2:28]4)=[O:26])=[CH:23][CH:24]=[C:13]3[CH2:12]2)=[O:10])[CH:6]=[CH:5][C:4]=1[C:33]1[CH:38]=[CH:37][CH:36]=[CH:35][C:34]=1[C:39]([F:42])([F:41])[F:40].C(N(CC)C(C)C)(C)C.[CH2:52]1[O:54][C@@H:53]1[CH2:55][OH:56]>CO>[CH3:2][C:3]1[CH:8]=[C:7]([C:9]([N:11]2[C:17]3[CH:18]=[CH:19][CH:20]=[CH:21][C:16]=3[CH2:15][N:14]3[C:22]([C:25]([N:27]4[CH2:28][CH2:29][N:30]([CH2:52][C@H:53]([OH:54])[CH2:55][OH:56])[CH2:31][CH2:32]4)=[O:26])=[CH:23][CH:24]=[C:13]3[CH2:12]2)=[O:10])[CH:6]=[CH:5][C:4]=1[C:33]1[CH:38]=[CH:37][CH:36]=[CH:35][C:34]=1[C:39]([F:40])([F:42])[F:41] |f:0.1|. Procedure details: To a solution of 10,11-dihydro-10-[[2-methyl-2′-trifluoromethyl-[1,1′-biphenyl]-4-yl]carbonyl]-3-(1-piperazinylcarbonyl)-5H-pyrrolo[2,1-c][1,4]benzodiazepine hydrochloride salt of Step B (0.50 g, 0.84 mmol) and N,N-diisopropylethyl amine (0.16 mL, 0.92 mmol) in methanol (5 mL) was added (R )-(+)-glycidol (0.10 mL, 1.50 mmol). The reaction mixture was heated to 60° C. for 4 hours then cooled and concentrated in vacuo. The residue was partitioned between dichloromethane and water. The organic laye... Starting materials: ClC1=CC=C(C=C1)C(N1CCNCC1)C1=CC=CC=C1 (1-[(4-Chlorophenyl)phenylmethyl]piperazine), OCCCCNS(=O)(=O)CCCCCCl (N-(4-hydroxybutyl)-5-chloropentanesulfonamide). The solvent is C(C)N(C(C)C)C(C)C (N-ethyldiisopropylamine). Yields the product OCCCCNS(=O)(=O)CCCCCN1CCN(CC1)C(C1=CC=CC=C1)C1=CC=C(C=C1)Cl (N-(4-hydroxybutyl)-5-[4-[(4-chlorophenyl)phenylmethyl]-1-piperazinyl]pentanesulfonamide). The yield is 93.2%. As a reaction SMILES: [Cl:1][C:2]1[CH:7]=[CH:6][C:5]([CH:8]([C:15]2[CH:20]=[CH:19][CH:18]=[CH:17][CH:16]=2)[N:9]2[CH2:14][CH2:13][NH:12][CH2:11][CH2:10]2)=[CH:4][CH:3]=1.[OH:21][CH2:22][CH2:23][CH2:24][CH2:25][NH:26][S:27]([CH2:30][CH2:31][CH2:32][CH2:33][CH2:34]Cl)(=[O:29])=[O:28]>C(N(C(C)C)C(C)C)C>[OH:21][CH2:22][CH2:23][CH2:24][CH2:25][NH:26][S:27]([CH2:30][CH2:31][CH2:32][CH2:33][CH2:34][N:12]1[CH2:11][CH2:10][N:9]([CH:8]([C:5]2[CH:4]=[CH:3][C:2]([Cl:1])=[CH:7][CH:6]=2)[C:15]2[CH:16]=[CH:17][CH:18]=[CH:19][CH:20]=2)[CH2:14][CH2:13]1)(=[O:29])=[O:28]. Procedure: 1-[(4-Chlorophenyl)phenylmethyl]piperazine (573.6 mg, 2.00 mmol) and N-(4-hydroxybutyl)-5-chloropentanesulfonamide (515.6 mg, 2.00 mmol) prepared in Preparation Example 23 were refluxed in N-ethyldiisopropylamine (2 ml) for 6 hours. The reaction mixture was concentrated in vacuo, and water was added thereto. The mixture was extracted with chloroform. The chloroform layer was washed with water, and dried over anhydrous magnesium sulfate. Subsequently, the solvent was removed by evaporation in vac... Run in CN(C=O)C (N,N-dimethylformamide). The reactants are N1N=CC2=C1C1=CC=C(C=C1C2)C=O (1,4-dihydroindeno[1,2-c]pyrazole-6-carbaldehyde), IN1C(CCC1=O)=O (N-iodosuccinimide). Yields the product IC=1C2=C(NN1)C1=CC=C(C=C1C2)C=O (3-iodo-1,4-dihydroindeno[1,2-c]pyrazole-6-carbaldehyde). Procedure: A solution of Example 316 (2.13 g, 11.6 mmol) and N-iodosuccinimide (3.13 g, 13.9 mmol) in N,N-dimethylformamide (45 mL) was heated to about 80° C. for about 5 hours. The reaction mixture was cooled to room temperature and was concentrated in high vacuum. The residue was partitioned between water and ethyl acetate, the layers were separated and the aqueous layer was extracted with ethyl acetate. The combined organic extracts were dried (MgSO4), filtered and concentrated under vacuum. The residue... As a reaction SMILES: [NH:1]1[C:5]2[C:6]3[C:11]([CH2:12][C:4]=2[CH:3]=[N:2]1)=[CH:10][C:9]([CH:13]=[O:14])=[CH:8][CH:7]=3.[I:15]N1C(=O)CCC1=O>CN(C)C=O>[I:15][C:3]1[C:4]2[CH2:12][C:11]3[C:6](=[CH:7][CH:8]=[C:9]([CH:13]=[O:14])[CH:10]=3)[C:5]=2[NH:1][N:2]=1. Starting materials: C(C)(=O)N1C2=CC=C(C=C2OC=2C=C(C=C(C12)C(N)=O)CC)CC (N-actyl-3,7-diethylcarbamoylphenoxazine), Cl (hydrochloric acid). Run in CO (methanol), CC(=O)C (acetone). Run at temperature 0 celsius. Yields the product C(C)C=1C=C(C=2NC3=CC=C(C=C3OC2C1)CC)C(N)=O (3,7-diethylcarbamoyl(10H)phenoxazine). As a reaction SMILES: C([N:4]1[C:17]2[C:16]([C:18](=[O:20])[NH2:19])=[CH:15][C:14]([CH2:21][CH3:22])=[CH:13][C:12]=2[O:11][C:10]2[C:5]1=[CH:6][CH:7]=[C:8]([CH2:23][CH3:24])[CH:9]=2)(=O)C.Cl>CO.CC(C)=O>[CH2:21]([C:14]1[CH:15]=[C:16]([C:18](=[O:20])[NH2:19])[C:17]2[NH:4][C:5]3[C:10]([O:11][C:12]=2[CH:13]=1)=[CH:9][C:8]([CH2:23][CH3:24])=[CH:7][CH:6]=3)[CH3:22]. Reported procedure: A solution containing 1.4 g of the just-mentioned phenoxazine compound in 10 ml of methanol and 8 ml of acetone was treated with 10 ml of concentrated hydrochloric acid and heated to reflux for 30 minutes. The mixture was cooled to 0° C. and the solids filtered. The solid was slurried in 10 percent sodium carbonate. To this was then added 50 ml of 1:1 acetone:ethylacetate. The mixture was filtered and the layers split. The organic phase was dried over sodium sulfate and the solvent removed to gi... Starting materials: CC([C@@H](C(=O)N1CC2=CC(=CC=C2C[C@H]1C(=O)N[C@@H]1CCCC2=CC=CC=C12)[C@@H]1CN([C@@H](C1)C(N[C@@H]1CCCC2=CC=CC=C12)=O)C([C@H](C(C)(C)C)NC([C@H](C)NC)=O)=O)NC([C@H](C)NC)=O)(C)C ((S)-2-((S)-3,3-Dimethyl-2-((S)-2-(methylamino)propanamido)butanoyl)-7-((3R,5S)-1-((S)-3,3-dimethyl-2-((S)-2-(methylamino)propanamido)butanoyl)-5-(((R)-1,2,3,4-tetrahydronaphthalen-1-yl)carbamoyl)pyrrolidin-3-yl)-N—((R)-1,2,3,4-tetrahydronaphthalen-1-yl)-1,2,3,4-tetrahydroisoquinoline-3-carboxamide), C(C)(C)(C)OC(=O)N1CC(=C[C@H]1C(N[C@@H]1CCCC2=CC=CC=C12)=O)C1=CC=C2C[C@H](N(CC2=C1)C(=O)OC(C)(C)C)C(=O)OC ((S)-2-tert-butyl 3-methyl 7-((S)-1-(tert-butoxycarbonyl)-5-(((R)-1,2,3,4-tetrahydronaphthalen-1-yl)carbamoyl)-2,5-dihydro-1H-pyrrol-3-yl)-3,4-dihydroisoquinoline-2,3(1H)-dicarboxylate). Product: C(C)(C)(C)OC(=O)N1C[C@H](C[C@H]1C(N[C@@H]1CCCC2=CC=CC=C12)=O)C1=CC=C2C[C@H](N(CC2=C1)C(=O)OC(C)(C)C)C(=O)OC ((S)-2-tert-Butyl 3-methyl 7-((3R,5S)-1-(tert-butoxycarbonyl)-5-(((R)-1,2,3,4-tetrahydronaphthalen-1-yl)carbamoyl)pyrrolidin-3-yl)-3,4-dihydroisoquinoline-2,3(1H)-dicarboxylate). The yield is 88.4%. Reaction SMILES: CC(C)(C)[C@H](NC(=O)[C@@H](NC)C)C(N1[C@H](C(N[C@H]2C3C(=CC=CC=3)CCC2)=O)CC2C(=CC([C@H]3C[C@@H](C(=O)N[C@H]4C5C(=CC=CC=5)CCC4)N(C(=O)[C@@H](NC(=O)[C@@H](NC)C)C(C)(C)C)C3)=CC=2)C1)=O.[C:70]([O:74][C:75]([N:77]1[C@H:81]([C:82](=[O:94])[NH:83][C@H:84]2[C:93]3[C:88](=[CH:89][CH:90]=[CH:91][CH:92]=3)[CH2:87][CH2:86][CH2:85]2)[CH:80]=[C:79]([C:95]2[CH:104]=[C:103]3[C:98]([CH2:99][C@@H:100]([C:112]([O:114][CH3:115])=[O:113])[N:101]([C:105]([O:107][C:108]([CH3:111])([CH3:110])[CH3:109])=[O:106])[CH2:102]3)=[CH:97][CH:96]=2)[CH2:78]1)=[O:76])([CH3:73])([CH3:72])[CH3:71]>>[C:70]([O:74][C:75]([N:77]1[C@H:81]([C:82](=[O:94])[NH:83][C@H:84]2[C:93]3[C:88](=[CH:89][CH:90]=[CH:91][CH:92]=3)[CH2:87][CH2:86][CH2:85]2)[CH2:80][C@H:79]([C:95]2[CH:104]=[C:103]3[C:98]([CH2:99][C@@H:100]([C:112]([O:114][CH3:115])=[O:113])[N:101]([C:105]([O:107][C:108]([CH3:110])([CH3:109])[CH3:111])=[O:106])[CH2:102]3)=[CH:97][CH:96]=2)[CH2:78]1)=[O:76])([CH3:73])([CH3:71])[CH3:72]. Reported procedure: Following a procedure analogous to that for the synthesis of Compound E of Example 22, (S)-2-tert-butyl 3-methyl 7-((S)-1-(tert-butoxycarbonyl)-5-(((R)-1,2,3,4-tetrahydronaphthalen-1-yl)carbamoyl)-2,5-dihydro-1H-pyrrol-3-yl)-3,4-dihydroisoquinoline-2,3(1H)-dicarboxylate (730 mg, 1.16 mmol) was converted to the title compound (650 mg, 89%). MS (ESI+) m/z 634.5 (M+H)+. Starting materials: ClC(=O)OC1=CC=C(C=C1)OC1=NC=C(C=C1Cl)C(F)(F)F (4-(3-chloro-5-trifluoromethylpyridin-2-yloxy)-phenyl chloroformate), C1(CC1)CN1CCNCC1 (1-cyclopropylmethyl-piperazine), [K+].[Br-] (KBr). The product is ClC=1C(=NC=C(C1)C(F)(F)F)OC1=CC=C(C=C1)OC(=O)N1CCN(CC1)CC1CC1 (4-Cyclopropylmethyl-piperazine-1-carboxylic acid 4-(3-chloro-5-trifluoromethyl-pyridin-2-yloxy)-phenyl ester). RXN SMILES: Cl[C:2]([O:4][C:5]1[CH:10]=[CH:9][C:8]([O:11][C:12]2[C:17]([Cl:18])=[CH:16][C:15]([C:19]([F:22])([F:21])[F:20])=[CH:14][N:13]=2)=[CH:7][CH:6]=1)=[O:3].[CH:23]1([CH2:26][N:27]2[CH2:32][CH2:31][NH:30][CH2:29][CH2:28]2)[CH2:25][CH2:24]1.[K+].[Br-]>>[Cl:18][C:17]1[C:12]([O:11][C:8]2[CH:9]=[CH:10][C:5]([O:4][C:2]([N:30]3[CH2:31][CH2:32][N:27]([CH2:26][CH:23]4[CH2:25][CH2:24]4)[CH2:28][CH2:29]3)=[O:3])=[CH:6][CH:7]=2)=[N:13][CH:14]=[C:15]([C:19]([F:22])([F:21])[F:20])[CH:16]=1 |f:2.3|. Procedure: The hydrochloride of the title compound was prepared from 4-(3-chloro-5-trifluoromethylpyridin-2-yloxy)-phenyl chloroformate and 1-cyclopropylmethyl-piperazine, yield 83%. White crystals, m.p. 254-255° C.; IR (KBr): ν 1728 (C═O) cm−1.